From a dataset of the Open Reaction Database (ORD), a public repository of structured organic reaction records. describe an organic reaction: reactants, conditions, products, and yield The reactants are C1(CC=CCC1)C(CCCCC)=O (1-(3-cyclohexen-1-yl)-1-hexanone), C(C)(=O)OO (Peracetic acid), O (water). The solvent is C(Cl)Cl (methylene chloride), C(Cl)Cl (methylene chloride). Product: C12CC(CCC2O1)C(CCCCC)=O (1-(7-oxabicyclo[4.1.0]hept-3-yl)-1-hexanone). RXN SMILES: [CH:1]1([C:7](=[O:13])[CH2:8][CH2:9][CH2:10][CH2:11][CH3:12])[CH2:6][CH2:5][CH:4]=[CH:3][CH2:2]1.C(OO)(=[O:16])C.O>C(Cl)Cl>[CH:3]12[O:16][CH:4]1[CH2:5][CH2:6][CH:1]([C:7](=[O:13])[CH2:8][CH2:9][CH2:10][CH2:11][CH3:12])[CH2:2]2. Procedure details: A 500 mL round bottom flask equipped with a stirrer bar was charged with 8.42 g (0.0668 mol) 1-(3-cyclohexen-1-yl)-1-hexanone, and 80 mL of methylene chloride. Peracetic acid (14.5 g, 35 wt. % in acetic acid; 0.0668 mol) in methylene chloride (60 mL) was added dropwise to above mixture over 20 min. in an ice bath. After the above mixture was reacted at room temperature overnight, 200 mL of water was added to above reaction mixture, the water layer was extracted with methylene chloride (2×100 mL)... Reactants: BrC1=CC=C(C=C1)[C@@]1(N(C(N(C1=O)[C@H](C(=O)OC(C)(C)C)CC(C)C)=O)CC1=CC=CC=C1)C (tert-Butyl (S)-2-((S)-4-(4-bromophenyl)-3-benzyl-4-methyl-2,5-dioxoimidazolidin-1-yl)-2-(2-methylpropyl)acetate). Reagents/catalysts: [Pd] (palladium/carbon). The solvent is C(C)O (ethanol). Product: C1(=CC=CC=C1)[C@@]1(N(C(N(C1=O)[C@H](C(=O)OC(C)(C)C)CC(C)C)=O)CC1=CC=CC=C1)C (tert-Butyl (S)-2-((S)-4-phenyl-3-benzyl-4-methyl-2,5-dioxoimidazolidin-1-yl)-2-(2-methylpropyl)acetate). Isolated yield 80.4%. Reaction SMILES: Br[C:2]1[CH:7]=[CH:6][C:5]([C@@:8]2([CH3:34])[C:12](=[O:13])[N:11]([C@@H:14]([CH2:22][CH:23]([CH3:25])[CH3:24])[C:15]([O:17][C:18]([CH3:21])([CH3:20])[CH3:19])=[O:16])[C:10](=[O:26])[N:9]2[CH2:27][C:28]2[CH:33]=[CH:32][CH:31]=[CH:30][CH:29]=2)=[CH:4][CH:3]=1>C(O)C.[Pd]>[C:5]1([C@@:8]2([CH3:34])[C:12](=[O:13])[N:11]([C@@H:14]([CH2:22][CH:23]([CH3:25])[CH3:24])[C:15]([O:17][C:18]([CH3:19])([CH3:20])[CH3:21])=[O:16])[C:10](=[O:26])[N:9]2[CH2:27][C:28]2[CH:29]=[CH:30][CH:31]=[CH:32][CH:33]=2)[CH:4]=[CH:3][CH:2]=[CH:7][CH:6]=1. Procedure: 1.9 g (3.59 mmol) of 169.3 in 190 ml of ethanol were hydrogenated over 76 mg of 10% palladium/carbon for 2 h. The catalyst was filtered off, the solvent was removed in vacuo, the residue was dissolved in ethyl acetate and the solution was washed with a 10% strength sodium hydrogen carbonate solution. The phases were separated and the organic phase was dried over sodium sulfate. After filtration, 1.3 g (80%) of 169.4 were obtained. Conditions: time 10 minute. The solvent is ClCCl (dichloromethane), O (water). The product is C(C1=CC=CC=C1)OC=1C=CC2=C(S(C(=C2Br)Br)=O)C1 (6-benzyloxy-2,3-dibromo-benzo[b]thiophene 1-oxide). The reactants are S([O-])(O)=O.[Na+] (sodium bisulfite), C(C1=CC=CC=C1)OC=1C=CC2=C(SC(=C2Br)Br)C1 (6-benzyloxy-2,3-dibromo-benzo[b]thiophene), FC(C(=O)O)(F)F (trifluoroacetic acid), aqueous solution, OO (hydrogen peroxide). Procedure details: Dissolve 6-benzyloxy-2,3-dibromo-benzo[b]thiophene (20 g, 50 mmol) in dichloromethane (88 mL) and add trifluoroacetic acid (88 mL). Stir for 10 minutes, then add 30% aqueous solution of hydrogen peroxide (5.1 mL, 50 mmol) and stir for 4 hours. Add solid sodium bisulfite (2.2 g, 21 mmol), dilute with water (30 mL), stir for 15 minutes, and then concentrate in vacuo. Partition residue between dichloromethane (150 mL) and saturated aqueous sodium bicarbonate (150 mL), separate layers, wash organic ... As a reaction SMILES: [CH2:1]([O:8][C:9]1[CH:10]=[CH:11][C:12]2[C:16]([Br:17])=[C:15]([Br:18])[S:14][C:13]=2[CH:19]=1)[C:2]1[CH:7]=[CH:6][CH:5]=[CH:4][CH:3]=1.FC(F)(F)C(O)=[O:23].OO.S(=O)(O)[O-].[Na+]>ClCCl.O>[CH2:1]([O:8][C:9]1[CH:10]=[CH:11][C:12]2[C:16]([Br:17])=[C:15]([Br:18])[S:14](=[O:23])[C:13]=2[CH:19]=1)[C:2]1[CH:3]=[CH:4][CH:5]=[CH:6][CH:7]=1 |f:3.4|. The yield is 62.0%. The reactants are C1CCCC12C(C1(CCCC1)CCC2)=O (dispiro[4.1.4.3]tetradecan-6-one), CC1(C2(CCCC2)CCCC12CCCC2)O (6-methyldispiro[4.1.4.3]-tetradecan-6-ol), [Cl-].[NH4+] (ammonium chloride), C1CCCC12C(CCCC2)=O (spiro[4.5]decan-6-one), C[Mg]Cl (methylmagnesium chloride). The solvent is O1CCCC1 (tetrahydrofuran), O1CCCC1 (tetrahydrofuran). Conditions: temperature 50 celsius. Yields the product C(C(=C)C)(=O)OC1(C2(CCCC2)CCCC12CCCC2)C (6-methyl-6-dispiro[4.1.4.3]tetradecyl methacrylate). Yield: 97.0%. RXN SMILES: [CH2:1]1[C:5]2(CCCC3(CCCC3)[C:6]2=[O:15])[CH2:4]CC1.C1C2(CCCCC2=O)CCC1.C[Mg]Cl.[Cl-].[NH4+].[CH3:32][C:33]1([OH:47])[C:42]2([CH2:46][CH2:45][CH2:44][CH2:43]2)[CH2:41][CH2:40][CH2:39][C:34]21[CH2:38][CH2:37][CH2:36][CH2:35]2>O1CCCC1>[C:6]([O:47][C:33]1([CH3:32])[C:34]2([CH2:35][CH2:36][CH2:37][CH2:38]2)[CH2:39][CH2:40][CH2:41][C:42]21[CH2:43][CH2:44][CH2:45][CH2:46]2)(=[O:15])[C:5]([CH3:1])=[CH2:4] |f:3.4|. Procedure details: With stirring under nitrogen atmosphere at 50° C., a mixture of 44.3 g of dispiro[4.1.4.3]tetradecan-6-one (which had been synthesized from spiro[4.5]decan-6-one by a method as described in A. P. Krapcho, Synthesis, 1974, p 383 and references cited therein) and 50 ml of tetrahydrofuran was added dropwise to a tetrahydrofuran solution of 0.43 mol methylmagnesium chloride (which had been prepared from 10.45 g of metallic magnesium, 150 ml of tetrahydrofuran and chloromethane), during which time th... The reactants are N[C@@H](CC1=CC=CC=C1)C(=O)O (L-phenylalanine), [OH-].[Na+] (NaOH), Cl (HCl), [OH-].[Na+] (NaOH), FC(C(=O)Cl)=CC1=CC=C(C=C1)C (α-fluoro-4-methyl cinnamic acid chloride). Solvent: CC(=O)C (acetone), O (water), CC(=O)C (acetone), O (water). Reaction conditions: time 30 minute. The product is FC(C(=O)N[C@@H](CC1=CC=CC=C1)C(=O)O)=CC1=CC=C(C=C1)C (N-(α-fluoro-4-methylcinnamoyl)-L-phenylalanine). RXN SMILES: [NH2:1][C@H:2]([C:10]([OH:12])=[O:11])[CH2:3][C:4]1[CH:9]=[CH:8][CH:7]=[CH:6][CH:5]=1.[OH-].[Na+].[F:15][C:16](=[CH:20][C:21]1[CH:26]=[CH:25][C:24]([CH3:27])=[CH:23][CH:22]=1)[C:17](Cl)=[O:18].Cl>O.CC(C)=O>[F:15][C:16](=[CH:20][C:21]1[CH:22]=[CH:23][C:24]([CH3:27])=[CH:25][CH:26]=1)[C:17]([NH:1][C@H:2]([C:10]([OH:12])=[O:11])[CH2:3][C:4]1[CH:9]=[CH:8][CH:7]=[CH:6][CH:5]=1)=[O:18] |f:1.2|. Procedure: L-phenylalanine (13.2 g, 0.080 mole) and 6N NaOH (43 ml, 0.086 mole) were dissolced in a solvent prepared by mixing water (77 ml) with acetone (240 ml). To the mixture, while cooling to less than 10° C. the acetone solution of α-fluoro-4-methyl cinnamic acid chloride prepared as above and 2N NaOH (38 ml, 0.076 mole) were alternately added over 20 minutes. Next, the mixture was stirred at normal temperature for 30 minutes, and the reaction solution was made acidic by the addition of 2N HCl. Then,... Starting materials: CCC1OC(=O)c2cnc(C(F)(F)F)cc21, C1CCOC1, C[Si](C)(C)[N-][Si](C)(C)C, Cl, O=C1Cc2cc(F)ccc2N1, [Li+]. The product is CCC1OC(=C2C(=O)Nc3ccc(F)cc32)c2cnc(C(F)(F)F)cc21. As a reaction SMILES: [CH2:22]([CH3:23])[CH:24]1[O:25][C:26](=[O:37])[c:27]2[cH:28][n:29][c:30]([C:33]([F:34])([F:35])[F:36])[cH:31][c:32]21.[CH2:39]1[O:40][CH2:41][CH2:42][CH2:43]1.[CH3:12][Si:13]([N-:14][Si:15]([CH3:16])([CH3:17])[CH3:18])([CH3:19])[CH3:20].[ClH:38].[F:1][c:2]1[cH:3][c:4]2[c:8]([cH:9][cH:10]1)[NH:7][C:6](=[O:11])[CH2:5]2.[Li+:21]>>[F:1][c:2]1[cH:3][c:4]2[c:8]([cH:9][cH:10]1)[NH:7][C:6](=[O:11])[C:5]2=[C:26]1[O:25][CH:24]([CH2:22][CH3:23])[c:32]2[c:27]1[cH:28][n:29][c:30]([C:33]([F:34])([F:35])[F:36])[cH:31]2. Starting materials: S(=O)(=O)([O-])[O-].[Na+].[Na+] (sodium sulfate), COC(CC=1CC2=CC=C(C=C2C1)Br)=O (methyl(5-bromo-1H-inden-2-yl)acetate), [H-].[Al+3].[Li+].[H-].[H-].[H-] (lithium aluminum hydride). Solvent: C(C)OCC (diethyl ether), C(C)OCC (diethyl ether), C(C)OCC (diethyl ether). Conditions: temperature 0 celsius, time 30 minute. Yields the product BrC=1C=C2C=C(CC2=CC1)CCO (2-(5-bromo-1H-inden-2-yl)ethanol). As a reaction SMILES: C[O:2][C:3](=O)[CH2:4][C:5]1[CH2:6][C:7]2[C:12]([CH:13]=1)=[CH:11][C:10]([Br:14])=[CH:9][CH:8]=2.[H-].[Al+3].[Li+].[H-].[H-].[H-].S([O-])([O-])(=O)=O.[Na+].[Na+]>C(OCC)C>[Br:14][C:10]1[CH:11]=[C:12]2[C:7](=[CH:8][CH:9]=1)[CH2:6][C:5]([CH2:4][CH2:3][OH:2])=[CH:13]2 |f:1.2.3.4.5.6,7.8.9|. Procedure details: The product from Example 52C (1.1 g, 4.1 mmol) in diethyl ether (5 mL) was added dropwise to a suspension of lithium aluminum hydride (0.125 g, 3.3 mmol) in diethyl ether (10 mL) maintaining the internal temperature below 10° C. After stirring for 30 minutes, the reaction mixture was diluted with diethyl ether (10 mL), cooled to 0° C., and treated with saturated aqueous sodium sulfate dropwise. The ethereal solution was decanted, dried with sodium sulfate, filtered, and the filtrate was concentr... The reactants are C[C@@H](COC1CCN(CC1)C=1OC2=C(N1)C=CC(=C2)OCC(C)C)NC(OC(C)(C)C)=O (tert-butyl [(1S)-1-methyl-2-({1-[6-(2-methylpropoxy)-1,3-benzoxazol-2-yl]piperidin-4-yl}oxy)ethyl]carbamate), Cl.C(C)(=O)OCC (hydrogen chloride ethyl acetate). Run at time 15 minute. Product: C[C@@H](COC1CCN(CC1)C=1OC2=C(N1)C=CC(=C2)OCC(C)C)NC(C)=O (N-[(1S)-1-methyl-2-({1-[6-(2-methylpropoxy)-1,3-benzoxazol-2-yl]piperidin-4-yl}oxy)ethyl]acetamide). RXN SMILES: [CH3:1][C@H:2]([NH:25][C:26](=O)[O:27]C(C)(C)C)[CH2:3][O:4][CH:5]1[CH2:10][CH2:9][N:8]([C:11]2[O:12][C:13]3[CH:19]=[C:18]([O:20][CH2:21][CH:22]([CH3:24])[CH3:23])[CH:17]=[CH:16][C:14]=3[N:15]=2)[CH2:7][CH2:6]1.Cl.[C:34](OCC)(=O)C>>[CH3:1][C@H:2]([NH:25][C:26](=[O:27])[CH3:34])[CH2:3][O:4][CH:5]1[CH2:10][CH2:9][N:8]([C:11]2[O:12][C:13]3[CH:19]=[C:18]([O:20][CH2:21][CH:22]([CH3:23])[CH3:24])[CH:17]=[CH:16][C:14]=3[N:15]=2)[CH2:7][CH2:6]1 |f:1.2|. Procedure: To tert-butyl [(1S)-1-methyl-2-({1-[6-(2-methylpropoxy)-1,3-benzoxazol-2-yl]piperidin-4-yl}oxy)ethyl]carbamate (97 mg) was added 4 M hydrogen chloride/ethyl acetate (5 mL), and the mixture was stirred at room temperature for 15 min and concentrated. To the residue were added pyridine (5 mL) and acetic anhydride (5 mL), and the mixture was stirred at room temperature for 15 min. The reaction solution was concentrated under reduced pressure, and the residue was purified by silica gel chromatograph... Reactants: BrC=1C=C(C=NC1)CO (5-bromopyridin-3-ylmethanol), C(C)(C)(C)[Si](C1=CC=CC=C1)(C1=CC=CC=C1)Cl (tert-butylchlorodiphenylsilane), N1C=NC=C1 (imidazole). The solvent is C(Cl)Cl (CH2Cl2). Run at time 1 hour. Product: BrC=1C=C(C=NC1)CO[Si](C1=CC=CC=C1)(C1=CC=CC=C1)C(C)(C)C (5-Bromo-O-tert-butyldiphenylsilylpyridin-3-ylmethanol). Reaction SMILES: [Br:1][C:2]1[CH:3]=[C:4]([CH2:8][OH:9])[CH:5]=[N:6][CH:7]=1.[C:10]([Si:14](Cl)([C:21]1[CH:26]=[CH:25][CH:24]=[CH:23][CH:22]=1)[C:15]1[CH:20]=[CH:19][CH:18]=[CH:17][CH:16]=1)([CH3:13])([CH3:12])[CH3:11].N1C=CN=C1>C(Cl)Cl>[Br:1][C:2]1[CH:3]=[C:4]([CH2:8][O:9][Si:14]([C:10]([CH3:13])([CH3:12])[CH3:11])([C:21]2[CH:22]=[CH:23][CH:24]=[CH:25][CH:26]=2)[C:15]2[CH:20]=[CH:19][CH:18]=[CH:17][CH:16]=2)[CH:5]=[N:6][CH:7]=1. Procedure: To a solution of 5-bromopyridin-3-ylmethanol (Chem. Pharm. Bull. 1990, 38, 2446) (29 g, 154 mmoL) and tert-butylchlorodiphenylsilane (47.5 g, 173 mmoL) in CH2Cl2 (500 mL) at r.t., there was added imidazole (15.8 g, 232 mmoL). The mixture was stirred for 1 hr. and filtered. The filtrate was evaporated and the residue chromatographed on silica gel eluting with a 1:7 mixture of EtOAc and hexane, to afford the product as a colorless oil. Starting materials: [NH4+].[Cl-] (NH4Cl), [Li+].C[Si](C)(C)[N-][Si](C)(C)C (LiHMDS), C1(CCC2=CC=CC=C12)=O (1-indanone), C(F)(F)(F)C(=O)OCC(F)(F)F (CF3CO2CH2CF3). Run in C1CCOC1 (THF). Reaction conditions: time 20 minute. The product is C=C1C(C2=CC=CC=C2C1)=O (2-methlyene-1-indanone). Isolated yield 98.0%. RXN SMILES: [Li+].C[Si]([N-][Si](C)(C)C)(C)C.[C:11]1(=[O:20])[C:19]2[C:14](=[CH:15][CH:16]=[CH:17][CH:18]=2)[CH2:13][CH2:12]1.[C:21](C(OCC(F)(F)F)=O)(F)(F)F.[NH4+].[Cl-]>C1COCC1>[CH2:21]=[C:12]1[CH2:13][C:14]2[C:19](=[CH:18][CH:17]=[CH:16][CH:15]=2)[C:11]1=[O:20] |f:0.1,4.5|. Procedure: To a 0° C. solution of LiHMDS (0.65 mL, 0.6 M in THF) was added a solution of 1-indanone (26 mg, 0.19 mmol) in THF (1.0 mL). The reaction mixture was allowed to warm to room temperature over 20 min, and then CF3CO2CH2CF3 was added (55 μL, 0.41 mmol). After an additional 20 min at room temperature, saturated aqueous NH4Cl (5 mL) was added, and the resulting mixture was extracted with EtOAc (3×5 mL). The organics were dried over Na2SO4 and concentrated under reduced pressure. Without purification,...